From a dataset of the Open Reaction Database (ORD), a public repository of structured organic reaction records. describe an organic reaction: reactants, conditions, products, and yield Reported procedure: 2.1 g (22 mmol) of methyl chloroformate were added dropwise at -10° C. to a mixture of 4.3 g (mmol) of N-[2-(2-methylphenoxymethyl)pyridin-3-yl]hydroxylamine (Example 3.e), 3.3 g (39 mmol) of NaHCO3 (solid) and 50 ml of methylene chloride. After the reaction mixture had been stirred for 4 hours at room temperature (approximately 25° C.), it was washed with water, dried and freed from solvent under reduced pressure. The residue was purified by column chromatography (cyclohexane/ethyl acetate). Th... Reaction SMILES: Cl[C:2]([O:4][CH3:5])=[O:3].[CH3:6][C:7]1[CH:22]=[CH:21][CH:20]=[CH:19][C:8]=1[O:9][CH2:10][C:11]1[C:16]([NH:17][OH:18])=[CH:15][CH:14]=[CH:13][N:12]=1.C([O-])(O)=O.[Na+]>C(Cl)Cl>[OH:18][N:17]([C:16]1[C:11]([CH2:10][O:9][C:8]2[CH:19]=[CH:20][CH:21]=[CH:22][C:7]=2[CH3:6])=[N:12][CH:13]=[CH:14][CH:15]=1)[C:2](=[O:3])[O:4][CH3:5] |f:2.3|. Run at temperature 25 celsius, time 4 hour. The solvent is C(Cl)Cl (methylene chloride). The reactants are ClC(=O)OC (methyl chloroformate), CC1=C(OCC2=NC=CC=C2NO)C=CC=C1 (N-[2-(2-methylphenoxymethyl)pyridin-3-yl]hydroxylamine), C(=O)(O)[O-].[Na+] (NaHCO3). The product is ON(C(OC)=O)C=1C(=NC=CC1)COC1=C(C=CC=C1)C (methyl N-hydroxy-N-[2-(2-methylphenoxymethyl)pyridin-3-yl]carbamate). Reactants: O=C([O-])O, Cc1ccccc1, O=C(Cl)OCc1ccccc1, O=C(O)C1CCNCC1, [Na+], O. Product: O=C(O)C1CCN(C(=O)OCc2ccccc2)CC1. Reaction SMILES: [C:21](=[O:22])([OH:23])[O-:24].[CH3:26][c:27]1[cH:28][cH:29][cH:30][cH:31][cH:32]1.[Cl:1][C:2](=[O:3])[O:4][CH2:5][c:6]1[cH:7][cH:8][cH:9][cH:10][cH:11]1.[NH:12]1[CH2:13][CH2:14][CH:15]([C:16](=[O:17])[OH:18])[CH2:19][CH2:20]1.[Na+:25].[OH2:33]>>[C:2](=[O:3])([O:4][CH2:5][c:6]1[cH:7][cH:8][cH:9][cH:10][cH:11]1)[N:12]1[CH2:13][CH2:14][CH:15]([C:16](=[O:17])[OH:18])[CH2:19][CH2:20]1. Reactants: CN(C)C=O, CCCOC=O, O=CO, N#C[Na], O, OCc1ccc(O)cc1. The product is N#CCc1ccc(O)cc1. Reaction SMILES: [CH3:20][N:21]([CH3:22])[CH:23]=[O:24].[CH:1]([O:2][CH2:3][CH2:4][CH3:5])=[O:6].[CH:25]([OH:26])=[O:27].[Na:7][C:8]#[N:9].[OH2:19].[OH:10][c:11]1[cH:12][cH:13][c:14]([CH2:15][OH:16])[cH:17][cH:18]1>>[C:8](#[N:9])[CH2:15][c:14]1[cH:13][cH:12][c:11]([OH:10])[cH:18][cH:17]1. Procedure: (R)-tert-Butyl 6-bromo-2-oxo-1-(1-phenylethyl)-1H-imidazo[4,5-b]pyridine-3(2H)-carboxylate. To a solution of tent-butyl 6-bromo-2-oxo-1H-imidazo[4,5-b]pyridine-3(2H)-carboxylate (1.6 g, 5.09 mmol), (S)-1-phenylethanol (0.75 g, 6.11 mmol) and triphenylphosphine (1.6 g, 6.11 mmol) in tetrahydrofuran (45 mL) was added diisopropyl azodicarboxylate (1.19 mL, 6.11 mmol). After stirring at room temperature for 1 h, the solvent was removed under reduced pressure. The crude product was purified by silica... Product: C1(=CC=CC=C1)[C@@H](C)N1C(NC2=NC=C(C=C21)C2=C1C=CC=NC1=CC=C2)=O ((R)-1-(1-PHENYLETHYL)-6-(QUINOLIN-5-YL)-1H-IMIDAZO[4,5-B]PYRIDIN-2(3H)-ONE). The yield is 28.0%. RXN SMILES: Br[C:2]1[CH:3]=[C:4]2[N:10]([C@@H:11]([C:13]3[CH:18]=[CH:17][CH:16]=[CH:15][CH:14]=3)[CH3:12])[C:9](=[O:19])[N:8](C(OC(C)(C)C)=O)[C:5]2=[N:6][CH:7]=1.Br[C:28]1[CH:29]=[C:30]2NC(=O)N(C(OCCCC)=O)[C:31]2=[N:32][CH:33]=1.[C:45]1([C@@H](O)C)[CH:50]=CC=[CH:47][CH:46]=1.C1(P(C2C=CC=CC=2)C2C=CC=CC=2)C=CC=CC=1.N(C(OC(C)C)=O)=NC(OC(C)C)=O>O1CCCC1>[C:13]1([C@H:11]([N:10]2[C:4]3[C:5](=[N:6][CH:7]=[C:2]([C:47]4[CH:46]=[CH:45][CH:50]=[C:31]5[C:30]=4[CH:29]=[CH:28][CH:33]=[N:32]5)[CH:3]=3)[NH:8][C:9]2=[O:19])[CH3:12])[CH:14]=[CH:15][CH:16]=[CH:17][CH:18]=1. Starting materials: BrC=1C=C2C(=NC1)N(C(N2[C@H](C)C2=CC=CC=C2)=O)C(=O)OC(C)(C)C ((R)-tert-Butyl 6-bromo-2-oxo-1-(1-phenylethyl)-1H-imidazo[4,5-b]pyridine-3(2H)-carboxylate), BrC=1C=C2C(=NC1)N(C(N2)=O)C(=O)OCCCC (butyl 6-bromo-2-oxo-1H-imidazo[4,5-b]pyridine-3(2H)-carboxylate), C1(=CC=CC=C1)[C@H](C)O ((S)-1-phenylethanol), C1(=CC=CC=C1)P(C1=CC=CC=C1)C1=CC=CC=C1 (triphenylphosphine), N(=NC(=O)OC(C)C)C(=O)OC(C)C (diisopropyl azodicarboxylate). Run in O1CCCC1 (tetrahydrofuran). Conditions: time 1 hour. Starting materials: O=C1N(CN(C12CCNCC2)C2=CC=CC=C2)CC2=CC=C(C(=O)OC(C)(C)C)C=C2 (tert-Butyl 4-((4-oxo-1-phenyl-1,3,8-triazaspiro[4.5]decan-3-yl)methyl)benzoate), ClCCCN1C(CC2=CC=CC=C12)=O (1-(3-chloropropyl)indolin-2-one), [I-].[Na+] (sodium iodide), C([O-])([O-])=O.[K+].[K+] (potassium carbonate). Solvent: CC(CC)=O (2-butanone), CO.ClCCl (methanol dichloromethane). The product is O=C1N(CN(C12CCN(CC2)CCCN2C(CC1=CC=CC=C21)=O)C2=CC=CC=C2)CC2=CC=C(C(=O)OC(C)(C)C)C=C2 (tert-butyl 4-((4-oxo-8-(3-(2-oxoindolin-1-yl)propyl)-1-phenyl-1,3,8-triazaspiro[4.5]decan-3-yl)methyl)benzoate). The yield is 25.0%. RXN SMILES: [O:1]=[C:2]1[C:6]2([CH2:11][CH2:10][NH:9][CH2:8][CH2:7]2)[N:5]([C:12]2[CH:17]=[CH:16][CH:15]=[CH:14][CH:13]=2)[CH2:4][N:3]1[CH2:18][C:19]1[CH:31]=[CH:30][C:22]([C:23]([O:25][C:26]([CH3:29])([CH3:28])[CH3:27])=[O:24])=[CH:21][CH:20]=1.Cl[CH2:33][CH2:34][CH2:35][N:36]1[C:44]2[C:39](=[CH:40][CH:41]=[CH:42][CH:43]=2)[CH2:38][C:37]1=[O:45].[I-].[Na+].C(=O)([O-])[O-].[K+].[K+]>CC(=O)CC.CO.ClCCl>[O:1]=[C:2]1[C:6]2([CH2:11][CH2:10][N:9]([CH2:33][CH2:34][CH2:35][N:36]3[C:44]4[C:39](=[CH:40][CH:41]=[CH:42][CH:43]=4)[CH2:38][C:37]3=[O:45])[CH2:8][CH2:7]2)[N:5]([C:12]2[CH:17]=[CH:16][CH:15]=[CH:14][CH:13]=2)[CH2:4][N:3]1[CH2:18][C:19]1[CH:20]=[CH:21][C:22]([C:23]([O:25][C:26]([CH3:28])([CH3:27])[CH3:29])=[O:24])=[CH:30][CH:31]=1 |f:2.3,4.5.6,8.9|. Procedure details: tert-Butyl 4-((4-oxo-1-phenyl-1,3,8-triazaspiro[4.5]decan-3-yl)methyl)benzoate (0.25 g, 0.593 mmol), 1-(3-chloropropyl)indolin-2-one (0.12 g, 0.593 mmol), sodium iodide (0.026 g, 0.18 mmol), and potassium carbonate (0.12 g, 0.890 mmol) in 2-butanone (8 mL) were heated at 78° C. for 4 hours. The reaction was diluted with 10% methanol/dichloromethane, filtered, and evaporated. The residue was purified by PTLC (5% methanol/dichloromethane) to give product as an oil (0.088 g, 25%); MS for C36H42N4O4... The reactants are ClC(=O)OCC (ethyl chloroformate), [OH-].[Na+] (sodium hydroxide), CC1=CC(=NN1)C(=O)O (5-methylpyrazole-3-carboxylic acid), Cl.NCCC1=CC=C(C=C1)CCC(=O)OCC (ethyl β-[4-(2-aminoethyl)-phenyl]-propionate hydrochloride). The solvent is C(C)O (ethanol), C(C)N(CC)CC (triethylamine), O1CCCC1 (tetrahydrofuran), C(C)N(CC)CC (triethylamine). Reaction conditions: time 15 minute. Product: CC1=CC(=NN1)C(=O)NCCC1=CC=C(C=C1)CCC(=O)O (β-{4-[2-(5-methylpyrazole- 3-carboxamido)-ethyl]-phenyl}-propionic acid). The yield is 22.0%. As a reaction SMILES: ClC(OCC)=O.[CH3:7][C:8]1[NH:12][N:11]=[C:10]([C:13]([OH:15])=O)[CH:9]=1.Cl.[NH2:17][CH2:18][CH2:19][C:20]1[CH:25]=[CH:24][C:23]([CH2:26][CH2:27][C:28]([O:30]CC)=[O:29])=[CH:22][CH:21]=1.[OH-].[Na+]>C(O)C.C(N(CC)CC)C.O1CCCC1>[CH3:7][C:8]1[NH:12][N:11]=[C:10]([C:13]([NH:17][CH2:18][CH2:19][C:20]2[CH:25]=[CH:24][C:23]([CH2:26][CH2:27][C:28]([OH:30])=[O:29])=[CH:22][CH:21]=2)=[O:15])[CH:9]=1 |f:2.3,4.5|. Procedure: 1.27 ml. triethylamine and 0.85 ml. ethyl chloroformate are added at -10° C. to a solution of 1.12 g. of 5-methylpyrazole-3-carboxylic acid in 25 ml. anhydrous tetrahydrofuran. After 15 minutes, a further 1.27 ml. triethylamine is added and then 2.57 g. ethyl β-[4-(2-aminoethyl)-phenyl]-propionate hydrochloride. The reaction mixture is stirred for 1 hour at +20° C., filtered with suction and the filtrate is evaporated and the residue taken up in methylene chloride. After extraction with 2N hydro...